Dataset: the Open Reaction Database (ORD), a public repository of structured organic reaction records. Task: describe an organic reaction: reactants, conditions, products, and yield The reactants are CC1(c2ccc(F)c(Br)c2)COCC(=S)N1, CC(C)(C)OO, CO, N, O. Product: CC1(c2ccc(F)c(Br)c2)COCC(N)=N1. Reaction SMILES: [Br:1][c:2]1[cH:3][c:4]([C:9]2([CH3:16])[NH:10][C:11](=[S:15])[CH2:12][O:13][CH2:14]2)[cH:5][cH:6][c:7]1[F:8].[C:18]([O:19][OH:20])([CH3:21])([CH3:22])[CH3:23].[CH3:24][OH:25].[NH3:17].[OH2:26]>>[Br:1][c:2]1[cH:3][c:4]([C:9]2([CH3:16])[N:10]=[C:11]([NH2:17])[CH2:12][O:13][CH2:14]2)[cH:5][cH:6][c:7]1[F:8]. As a reaction SMILES: C([NH:4][C:5]1[CH:13]=[CH:12][C:8]([C:9]([OH:11])=O)=[C:7]([CH3:14])[CH:6]=1)(=O)C.[NH2:15][C:16]1[CH:21]=[CH:20][CH:19]=[CH:18][C:17]=1O>>[O:11]1[C:17]2[CH:18]=[CH:19][CH:20]=[CH:21][C:16]=2[N:15]=[C:9]1[C:8]1[CH:12]=[CH:13][C:5]([NH2:4])=[CH:6][C:7]=1[CH3:14]. Reported procedure: To a suspension of 4-acetylamino-2-methyl-benzoic acid (2.0 g, 10.3 mmol) in PPA (˜85 g) was added aminophenol (1.2 g, 10.8 mmol). The reaction was heated to 200° C. for 2 h, then carefully quenched in aqueous sodium carbonate (˜50% saturated) at room temperature. Ethyl acetate was added, and the organic layer was washed with water and brine, and dried over sodium sulfate. The crude product was obtained as an orange oil and was subsequently purified by flash column chromatography on silica gel e... Starting materials: C(C)(=O)NC1=CC(=C(C(=O)O)C=C1)C (4-acetylamino-2-methyl-benzoic acid), NC1=C(C=CC=C1)O (aminophenol). Reaction conditions: temperature 200 celsius. Yields the product desired product, O1C(=NC2=C1C=CC=C2)C2=C(C=C(C=C2)N)C (4-benzooxazol-2-yl-3-methyl-phenylamine). The reactants are C(N)(=O)C1=NC=CC(=C1)OC1=C(C=C(C=C1)NC1=C(C(=O)NC2=CC=C(C=C2)Cl)C=CC=N1)F (2-(4-(2-Carbamoylpyridin-4-yloxy)-3-fluorophenylamino)-N-(4-chlorophenyl)nicotinamide), Cl.NC1=NC=CC(=C1)OC1=C(C=C(C=C1)NC1=C(C(=O)NC2=C(C=C(C=C2)F)F)C=CC=N1)F (2-(4-(2-Aminopyridin-4-yloxy)-3-fluorophenylamino)-N-(2,4-difluorophenyl)nicotinamide, hydrochloride salt). Product: Cl.NC1=NC=CC(=C1)OC1=C(C=C(C=C1)NC1=C(C(=O)NC2=CC=C(C=C2)Cl)C=CC=N1)F (2-(4-(2-Aminopyridin-4-yloxy)-3-fluorophenylamino)-N-(4-chlorophenyl)-nicotinamide, hydrochloride salt). The yield is 25.0%. As a reaction SMILES: C(C1C=C(OC2C=CC(NC3N=CC=CC=3C(NC3C=CC([Cl:29])=CC=3)=O)=CC=2F)C=CN=1)(=O)N.[ClH:35].[NH2:36][C:37]1[CH:42]=[C:41]([O:43][C:44]2[CH:49]=[CH:48][C:47]([NH:50][C:51]3[N:67]=[CH:66][CH:65]=[CH:64][C:52]=3[C:53]([NH:55][C:56]3[CH:61]=[CH:60][C:59](F)=[CH:58][C:57]=3F)=[O:54])=[CH:46][C:45]=2[F:68])[CH:40]=[CH:39][N:38]=1>>[ClH:29].[NH2:36][C:37]1[CH:42]=[C:41]([O:43][C:44]2[CH:49]=[CH:48][C:47]([NH:50][C:51]3[N:67]=[CH:66][CH:65]=[CH:64][C:52]=3[C:53]([NH:55][C:56]3[CH:61]=[CH:60][C:59]([Cl:35])=[CH:58][CH:57]=3)=[O:54])=[CH:46][C:45]=2[F:68])[CH:40]=[CH:39][N:38]=1 |f:1.2,3.4|. Procedure details: 2-(4-(2-Carbamoylpyridin-4-yloxy)-3-fluorophenylamino)-N-(4-chlorophenyl)nicotinamide (0.088 g, 0.18 mmol) was converted to the title compound (0.022 g, 25%) in a manner similar to the preparation of 2-(4-(2-aminopyridin-4-yloxy)-3-fluorophenylamino)-N-(2,4-difluorophenyl)nicotinamide (Step E of Example 3). 1H NMR (DMSO-d6) δ 10.65 (s, 1H), 10.40 (s, 1H), 8.36 (dd, 1H, J=4.9, 1.6 Hz), 8.25-8.28 (m, 1H), 8.11 (dd, 1H, J=13.6, 2.4 Hz), 7.71-7.92 (m, 5H), 7.29-7.45 (m, 4H), 6.98 (dd, 1H, J=7.7, 4.9... Product: O=C=Nc1ccc(COc2ccccc2)cc1. Reactants: Cc1ccccc1, O=C(Cl)Cl, Nc1ccc(COc2ccccc2)cc1. Reaction SMILES: [CH3:20][c:21]1[cH:22][cH:23][cH:24][cH:25][cH:26]1.[Cl:16][C:17]([Cl:18])=[O:19].[O:1]([c:2]1[cH:3][cH:4][cH:5][cH:6][cH:7]1)[CH2:8][c:9]1[cH:10][cH:11][c:12]([NH2:13])[cH:14][cH:15]1>>[O:1]([c:2]1[cH:3][cH:4][cH:5][cH:6][cH:7]1)[CH2:8][c:9]1[cH:10][cH:11][c:12]([N:13]=[C:17]=[O:19])[cH:14][cH:15]1.